Dataset: the Open Reaction Database (ORD), a public repository of structured organic reaction records. Task: describe an organic reaction: reactants, conditions, products, and yield Reactants: CCOC(=O)C1CCC(c2cccnc2N)CC1, Cl[Cu], Cl, O=N[O-], [Na+]. Product: CCOC(=O)C1CCC(c2cccnc2Cl)CC1. RXN SMILES: [CH2:1]([CH3:2])[O:3][C:4](=[O:5])[CH:6]1[CH2:7][CH2:8][CH:9]([c:12]2[c:13]([NH2:18])[n:14][cH:15][cH:16][cH:17]2)[CH2:10][CH2:11]1.[Cl:24][Cu:25].[ClH:19].[N:20]([O-:21])=[O:22].[Na+:23]>>[CH2:1]([CH3:2])[O:3][C:4](=[O:5])[CH:6]1[CH2:7][CH2:8][CH:9]([c:12]2[c:13]([Cl:19])[n:14][cH:15][cH:16][cH:17]2)[CH2:10][CH2:11]1. The reactants are [Mg] (Magnesium), N1=C(C=CC=C1)C=O (pyridine-2-carboxaldehyde), C(C)(C)[Mg]Cl (i-Propyl magnesium chloride), ClCCCO (3-chloropropanol). Reagents/catalysts: BrCCBr (1,2-dibromoethane). Run in O1CCCC1 (tetrahydrofuran), O1CCCC1 (tetrahydrofuran). Yields the product N1=C(C=CC=C1)C(CCCO)O (1-(2-Pyridinyl)-1,4-butanediol). Isolated yield 54.2%. As a reaction SMILES: C([Mg]Cl)(C)C.Cl[CH2:7][CH2:8][CH2:9][OH:10].[Mg].[N:12]1[CH:17]=[CH:16][CH:15]=[CH:14][C:13]=1[CH:18]=[O:19]>O1CCCC1.BrCCBr>[N:12]1[CH:17]=[CH:16][CH:15]=[CH:14][C:13]=1[CH:18]([OH:19])[CH2:7][CH2:8][CH2:9][OH:10]. Reported procedure: i-Propyl magnesium chloride (11.6 ml, 2M in tetrahydrofuran) was added dropwise to a solution of 3-chloropropanol (2.1 g) in tetrahydrofuran (20 ml) at 0° C. Magnesium turnings (0.8 g) and 1,2-dibromoethane (1 drop) were added and the mixture was refluxed for 5hand then added at 0° C. to a solution of pyridine-2-carboxaldehyde (1.3 g) in tetrahydrofuran (10 ml). The mixture was quenched with aqueous ammonium chloride and basified to pH 9 with aqueous potassium carbonate. Extraction with ethyl ac... The reactants are C[Mg]Cl, CCc1nn(C2CCCC2)c2cc(C=O)ccc12, C1CCOC1. Product: CCc1nn(C2CCCC2)c2cc(C(C)O)ccc12. RXN SMILES: [CH3:19][Mg:20][Cl:21].[CH:1]1([n:6]2[n:7][c:8]([CH2:17][CH3:18])[c:9]3[cH:10][cH:11][c:12]([CH:15]=[O:16])[cH:13][c:14]23)[CH2:2][CH2:3][CH2:4][CH2:5]1.[O:22]1[CH2:23][CH2:24][CH2:25][CH2:26]1>>[CH:1]1([n:6]2[n:7][c:8]([CH2:17][CH3:18])[c:9]3[cH:10][cH:11][c:12]([CH:15]([OH:16])[CH3:19])[cH:13][c:14]23)[CH2:2][CH2:3][CH2:4][CH2:5]1. Reactants: O.[OH-].[Li+] (lithium hydroxide monohydrate), COC(C(CC(C(F)(F)F)C(F)(F)F)N1C(C=C(C1)OC1=C(C=CC=C1)Cl)=O)=O (2-[4-(2-chloro-phenoxy)-2-oxo-2,5-dihydro-pyrrol-1-yl]-5,5,5-trifluoro-4-trifluoromethyl-pentanoic acid methyl ester), O1CCCC1 (tetrahydrofuran). Run in O (water). Run at temperature 25 celsius, time 2 hour. The product is ClC1=C(OC2=CC(N(C2)C(C(=O)O)CC(C(F)(F)F)C(F)(F)F)=O)C=CC=C1 (2-[4-(2-chloro-phenoxy)-2-oxo-2,5-dihydro-pyrrol-1-yl]-5,5,5-trifluoro-4-trifluoromethyl-pentanoic acid). Isolated yield 73.7%. Reaction SMILES: C[O:2][C:3](=[O:29])[CH:4]([N:15]1[CH2:19][C:18]([O:20][C:21]2[CH:26]=[CH:25][CH:24]=[CH:23][C:22]=2[Cl:27])=[CH:17][C:16]1=[O:28])[CH2:5][CH:6]([C:11]([F:14])([F:13])[F:12])[C:7]([F:10])([F:9])[F:8].O1CCCC1.O.[OH-].[Li+]>O>[Cl:27][C:22]1[CH:23]=[CH:24][CH:25]=[CH:26][C:21]=1[O:20][C:18]1[CH2:19][N:15]([CH:4]([CH2:5][CH:6]([C:11]([F:13])([F:14])[F:12])[C:7]([F:9])([F:8])[F:10])[C:3]([OH:29])=[O:2])[C:16](=[O:28])[CH:17]=1 |f:2.3.4|. Reported procedure: A mixture of 2-[4-(2-chloro-phenoxy)-2-oxo-2,5-dihydro-pyrrol-1-yl]-5,5,5-trifluoro-4-trifluoromethyl-pentanoic acid methyl ester (48 mg, 0.11 mmol) in a 1:1 solution of tetrahydrofuran:water (2 mL) was treated with lithium hydroxide monohydrate (11 mg, 0.22 mmol) and stirred for 2 h at 25° C. After such time, the mixture was concentrated in vacuo to remove the tetrahydrofuran and then diluted with water and the pH adjusted to pH=6 with 1N aqueous hydrochloric acid and extracted with ethyl aceta... Starting materials: Cl (hydrochloric acid), O1CCCC1 (tetrahydrofuran), [OH-].[Na+] (sodium hydroxide), C(C)OC(C1=CC(=C(C=C1Cl)OCC1=CC=C(C=C1)OC)OCC1=CC=C(C=C1)OC)=O (6-chloro-3,4-bis(p-methoxybenzyloxy)benzoic acid ethyl ester). Run in C(C)O (ethanol). Yields the product ClC1=CC(=C(C=C1C(=O)O)OCC1=CC=C(C=C1)OC)OCC1=CC=C(C=C1)OC (6-chloro-3,4-bis(p-methoxybenzyloxy)benzoic acid). The yield is 91.3%. As a reaction SMILES: C([O:3][C:4](=[O:32])[C:5]1[C:10]([Cl:11])=[CH:9][C:8]([O:12][CH2:13][C:14]2[CH:19]=[CH:18][C:17]([O:20][CH3:21])=[CH:16][CH:15]=2)=[C:7]([O:22][CH2:23][C:24]2[CH:29]=[CH:28][C:27]([O:30][CH3:31])=[CH:26][CH:25]=2)[CH:6]=1)C.O1CCCC1.[OH-].[Na+].Cl>C(O)C>[Cl:11][C:10]1[C:5]([C:4]([OH:32])=[O:3])=[CH:6][C:7]([O:22][CH2:23][C:24]2[CH:25]=[CH:26][C:27]([O:30][CH3:31])=[CH:28][CH:29]=2)=[C:8]([O:12][CH2:13][C:14]2[CH:15]=[CH:16][C:17]([O:20][CH3:21])=[CH:18][CH:19]=2)[CH:9]=1 |f:2.3|. Procedure details: A solution of 6-chloro-3,4-bis(p-methoxybenzyloxy)benzoic acid ethyl ester (110 g: 240 mMol.) in a mixture of ethanol (800 ml), pg,64 tetrahydrofuran (150 ml), and aqueous 2N -sodium hydroxide (264 ml: 2.2 Eq.) is heated at 70° C. for 2 hours. The reaction mixture is cooled and acidified with hydrochloric acid. The resulting precipitate is collected by filtration and washed with ethanol and water to give 6-chloro-3,4-bis(p-methoxybenzyloxy)benzoic acid (94 g). Yield: 99%.